This data is from the Open Reaction Database (ORD), a public repository of structured organic reaction records. The task is: describe an organic reaction: reactants, conditions, products, and yield The reactants are BrC1=C(OCC(=O)OC(C)(C)C)C=CC(=C1)CNS(=O)(=O)C1=CC=C(C=C1)F (t-butyl 2-(2-bromo-4-((4-fluorophenylsulfonamido)methyl)phenoxy)acetate), C(#N)C=1C=C(C=CC1)B(O)O (3-cyanophenylboronic acid), C(=O)([O-])[O-].[K+].[K+] (K2CO3). Reagents/catalysts: C=1C=CC(=CC1)[P](C=2C=CC=CC2)(C=3C=CC=CC3)[Pd]([P](C=4C=CC=CC4)(C=5C=CC=CC5)C=6C=CC=CC6)([P](C=7C=CC=CC7)(C=8C=CC=CC8)C=9C=CC=CC9)[P](C=1C=CC=CC1)(C=1C=CC=CC1)C=1C=CC=CC1 (Pd(PPh3)4). The solvent is O1CCOCC1.O (dioxane H2O). The product is C(#N)C=1C=C(C=CC1)C1=C(OCC(=O)OC(C)(C)C)C=CC(=C1)CNS(=O)(=O)C1=CC=C(C=C1)F (t-butyl 2-(2-(3-cyanophenyl)-4-((4-fluorophenylsulfonamido)methyl)phenoxy)acetate). Isolated yield 76.1%. As a reaction SMILES: Br[C:2]1[CH:16]=[C:15]([CH2:17][NH:18][S:19]([C:22]2[CH:27]=[CH:26][C:25]([F:28])=[CH:24][CH:23]=2)(=[O:21])=[O:20])[CH:14]=[CH:13][C:3]=1[O:4][CH2:5][C:6]([O:8][C:9]([CH3:12])([CH3:11])[CH3:10])=[O:7].[C:29]([C:31]1[CH:32]=[C:33](B(O)O)[CH:34]=[CH:35][CH:36]=1)#[N:30].C([O-])([O-])=O.[K+].[K+]>C1C=CC([P]([Pd]([P](C2C=CC=CC=2)(C2C=CC=CC=2)C2C=CC=CC=2)([P](C2C=CC=CC=2)(C2C=CC=CC=2)C2C=CC=CC=2)[P](C2C=CC=CC=2)(C2C=CC=CC=2)C2C=CC=CC=2)(C2C=CC=CC=2)C2C=CC=CC=2)=CC=1.O1CCOCC1.O>[C:29]([C:31]1[CH:36]=[C:35]([C:2]2[CH:16]=[C:15]([CH2:17][NH:18][S:19]([C:22]3[CH:27]=[CH:26][C:25]([F:28])=[CH:24][CH:23]=3)(=[O:21])=[O:20])[CH:14]=[CH:13][C:3]=2[O:4][CH2:5][C:6]([O:8][C:9]([CH3:12])([CH3:11])[CH3:10])=[O:7])[CH:34]=[CH:33][CH:32]=1)#[N:30] |f:2.3.4,6.7,^1:49,51,70,89|. Reported procedure: t-butyl 2-(2-bromo-4-((4-fluorophenylsulfonamido)methyl)phenoxy)acetate (7) (64 mg, 0.135 mm ol, 1 eq), 3-cyanophenylboronic acid (30 mg, 0.20 mmol, 1.5 eq), K2CO3 (75 mg, 0.54 mmol, 4 eq), Pd(PPh3)4 (2.3 mg, 0.001 mmol, 0.01 eq) and 4 mL of dioxane/H2O (4:1) were heated to 140° C. for 1 h in a microwave. The mixture was then cooled to room temperature, filtered, concentrated in vacuo, and purified by preparative TLC to give 51 mg (76%) of t-butyl 2-(2-(3-cyanophenyl)-4-((4-fluorophenylsulfonami... The product is OC1=C(C(NC=N1)=O)SC1=C(C=CC=C1)OC (6-hydroxy-5-(2-methoxy-phenylsulfanyl)-3,4-dihydro-pyrimidin-4-one). Starting materials: C(C)(=O)O.C(=N)N (formamidine acetate), COC1=C(C=CC=C1)SC(C(=O)OC)C(=O)OC (dimethyl (2-methoxy -phenylsulfanyl)-malonate), C[O-].[Na+] (sodium methylate), [Na] (sodium). Conditions: temperature 80 celsius, time 4 hour. Procedure: 0.86 g of formamidine acetate and 2 g of dimethyl (2-methoxy -phenylsulfanyl)-malonate (J. Org. Chem. 55, 33-38 [1990]) were added to a sodium methylate solution from 40 ml of MeOH and 0.54 g of sodium. The reaction mixture was stirred at 80° C. for 4 hours and concentrated. The residue was partitioned between toluene and water and the aqueous phase was adjusted to pH 3. The precipitate was filtered off under suction, washed with ether and dried. There was obtained 0.4 g of 6-hydroxy-5-(2-methox... Isolated yield 21.6%. As a reaction SMILES: C(O)(=O)C.[CH:5]([NH2:7])=[NH:6].[CH3:8][O:9][C:10]1[CH:15]=[CH:14][CH:13]=[CH:12][C:11]=1[S:16][CH:17]([C:22](OC)=[O:23])[C:18](OC)=[O:19].C[O-].[Na+].[Na]>CO>[OH:23][C:22]1[N:7]=[CH:5][NH:6][C:18](=[O:19])[C:17]=1[S:16][C:11]1[CH:12]=[CH:13][CH:14]=[CH:15][C:10]=1[O:9][CH3:8] |f:0.1,3.4,^1:28|. The solvent is CO (MeOH). Starting materials: CCOC(=O)C(C)Cc1cnc(-c2ccncc2)n1C1CC1, CO, [Na+], [OH-]. Yields the product CC(Cc1cnc(-c2ccncc2)n1C1CC1)C(=O)O. Reaction SMILES: [CH2:1]([CH3:2])[O:3][C:4]([CH:5]([CH2:6][c:7]1[n:8]([CH:18]2[CH2:19][CH2:20]2)[c:9](-[c:12]2[cH:13][cH:14][n:15][cH:16][cH:17]2)[n:10][cH:11]1)[CH3:21])=[O:22].[CH3:25][OH:26].[Na+:24].[OH-:23]>>[O:3]=[C:4]([CH:5]([CH2:6][c:7]1[n:8]([CH:18]2[CH2:19][CH2:20]2)[c:9](-[c:12]2[cH:13][cH:14][n:15][cH:16][cH:17]2)[n:10][cH:11]1)[CH3:21])[OH:22]. Reactants: C1CCOC1, CO, COC(=O)c1ccc2c(c1)-c1cc3c(C4CCCCC4)cccc3n1C=C1N=C(C)CN12, Cl, [Na+], [OH-]. Yields the product CC1=NC2=Cn3c(cc4c(C5CCCCC5)cccc43)-c3cc(C(=O)O)ccc3N2C1. RXN SMILES: [CH2:36]1[O:37][CH2:38][CH2:39][CH2:40]1.[CH3:41][OH:42].[CH:1]1([c:7]2[c:8]3[cH:9][c:10]4[n:11]([c:29]3[cH:30][cH:31][cH:32]2)[CH:12]=[C:13]2[N:14]([c:15]3[c:16]-4[cH:17][c:18]([C:21](=[O:22])[O:23][CH3:24])[cH:19][cH:20]3)[CH2:25][C:26]([CH3:28])=[N:27]2)[CH2:2][CH2:3][CH2:4][CH2:5][CH2:6]1.[ClH:35].[Na+:34].[OH-:33]>>[CH:1]1([c:7]2[c:8]3[cH:9][c:10]4[n:11]([c:29]3[cH:30][cH:31][cH:32]2)[CH:12]=[C:13]2[N:14]([c:15]3[c:16]-4[cH:17][c:18]([C:21](=[O:22])[OH:23])[cH:19][cH:20]3)[CH2:25][C:26]([CH3:28])=[N:27]2)[CH2:2][CH2:3][CH2:4][CH2:5][CH2:6]1. Yield: 67.0%. The solvent is CC(C)O (IPA). Procedure: Intermediate tert-butyl 2-amino-3-(4-methoxyphenyl)-2-methylpropanoate (0.60 g, 2.26 mmol) was mixed with toluene (6 mL) and a 5-6 N HCl solution in IPA (2 mL). A clear yellow solution was heated to reflux and kept at that temperature for 7 h. The resulting slurry was cooled to ambient temperature and filtered. The solid was washed with toluene (3 mL) on a filter and air-dried to afford 2-amino-3-(4-methoxyphenyl)-2-methylpropanoic acid hydrochloride [0.37 g; 67%] as a white solid [HPLC 71.8% (A... Conditions: time 7 hour. Starting materials: NC(C(=O)OC(C)(C)C)(CC1=CC=C(C=C1)OC)C (tert-butyl 2-amino-3-(4-methoxyphenyl)-2-methylpropanoate), C1(=CC=CC=C1)C (toluene), Cl (HCl). The product is Cl.NC(C(=O)O)(CC1=CC=C(C=C1)OC)C (2-amino-3-(4-methoxyphenyl)-2-methylpropanoic acid hydrochloride). RXN SMILES: [NH2:1][C:2]([CH3:19])([CH2:10][C:11]1[CH:16]=[CH:15][C:14]([O:17][CH3:18])=[CH:13][CH:12]=1)[C:3]([O:5]C(C)(C)C)=[O:4].C1(C)C=CC=CC=1.[ClH:27]>CC(O)C>[ClH:27].[NH2:1][C:2]([CH3:19])([CH2:10][C:11]1[CH:12]=[CH:13][C:14]([O:17][CH3:18])=[CH:15][CH:16]=1)[C:3]([OH:5])=[O:4] |f:4.5|.